From a dataset of the Open Reaction Database (ORD), a public repository of structured organic reaction records. describe an organic reaction: reactants, conditions, products, and yield Reactants: C(C)(C)(C)OC(NCCC1=C(NC2=CC=C(C=C12)C(N(CC(C)C)CC(C)C)=O)C1=CC(=CC(=C1)C)C)=O ({2-[5-diisobutylcarbamoyl-2-(3,5-dimethylphenyl)-1H-indol-3-yl]-ethyl}carbamic acid tert-butyl ester), C1(=CC=CC=C1)OC (anisole), FC(C(=O)O)(F)F (trifluoroacetic acid). Reaction conditions: temperature 0 celsius, time 1 hour. Yields the product C(C(C)C)N(C(=O)C=1C=C2C(=C(NC2=CC1)C1=CC(=CC(=C1)C)C)CCN)CC(C)C (3-(2-Aminoethyl)-2-(3,5-dimethylphenyl)-1H-indole-5-carboxylic acid diisobutylamide). Yield: 93.2%. RXN SMILES: C(OC(=O)[NH:7][CH2:8][CH2:9][C:10]1[C:18]2[C:13](=[CH:14][CH:15]=[C:16]([C:19](=[O:29])[N:20]([CH2:25][CH:26]([CH3:28])[CH3:27])[CH2:21][CH:22]([CH3:24])[CH3:23])[CH:17]=2)[NH:12][C:11]=1[C:30]1[CH:35]=[C:34]([CH3:36])[CH:33]=[C:32]([CH3:37])[CH:31]=1)(C)(C)C.C1(OC)C=CC=CC=1.FC(F)(F)C(O)=O>>[CH2:21]([N:20]([CH2:25][CH:26]([CH3:28])[CH3:27])[C:19]([C:16]1[CH:17]=[C:18]2[C:13](=[CH:14][CH:15]=1)[NH:12][C:11]([C:30]1[CH:31]=[C:32]([CH3:37])[CH:33]=[C:34]([CH3:36])[CH:35]=1)=[C:10]2[CH2:9][CH2:8][NH2:7])=[O:29])[CH:22]([CH3:24])[CH3:23]. Procedure details: To a solution of {2-[5-diisobutylcarbamoyl-2-(3,5-dimethylphenyl)-1H-indol-3-yl]-ethyl}carbamic acid tert-butyl ester (230 mg in 12 mL methylene chloride) at 0° C. was added 0.55 mL anisole followed by 3.4 mL trifluoroacetic acid and the mixture stirred at 0° C. After 1 hour, the mixture was concentrated in vacuo and the residual acid removed by azeotrope with toluene. Purification of the concentrate by flash chromatography on silica gel (methylene chloride:methanol:ammonium hydroxide, 90:8:1) g... Reactants: C([O-])(O)=O.[Na+] (sodium bicarbonate), Cl (HCl), C(C1=CC=CC=C1)N1CC(CCC1)(CC1=CC=C(C=C1)Cl)C(C)=O (N-Benzyl-3-acetyl-3-(4-chlorobenzyl)-piperidine), C(C(=O)OC)(=O)OC (dimethyl oxalate), [H-].[Na+] (sodium hydride). Solvent: O1CCCC1 (tetrahydrofuran), C(OC)COC (dimethoxyethane). Product: Cl.C(C1=CC=CC=C1)N1CC(CCC1)(CC1=CC=C(C=C1)Cl)C(CC(C(=O)O)=O)=O (4-[N-Benzyl-3-(4-chlorobenzyl)-piperidin-3-yl]-2,4-dioxobutanoic acid Hydrochloride). Yield: 10.8%. RXN SMILES: [CH2:1]([N:8]1[CH2:13][CH2:12][CH2:11][C:10]([C:22](=[O:24])[CH3:23])([CH2:14][C:15]2[CH:20]=[CH:19][C:18]([Cl:21])=[CH:17][CH:16]=2)[CH2:9]1)[C:2]1[CH:7]=[CH:6][CH:5]=[CH:4][CH:3]=1.[C:25](OC)(=[O:30])[C:26]([O:28]C)=[O:27].[H-].[Na+].C(=O)(O)[O-].[Na+].Cl>C(COC)OC.O1CCCC1>[ClH:21].[CH2:1]([N:8]1[CH2:13][CH2:12][CH2:11][C:10]([C:22](=[O:24])[CH2:23][C:25](=[O:30])[C:26]([OH:28])=[O:27])([CH2:14][C:15]2[CH:16]=[CH:17][C:18]([Cl:21])=[CH:19][CH:20]=2)[CH2:9]1)[C:2]1[CH:3]=[CH:4][CH:5]=[CH:6][CH:7]=1 |f:2.3,4.5,9.10|. Procedure details: A solution of N-Benzyl-3-acetyl-3-(4-chlorobenzyl)-piperidine (492 mg, 1.44 mmol) and dimethyl oxalate (201 mg, 1.7 mmol) in dimethoxyethane (20 mL) was treated with sodium hydride (140 mg of a 60% dispersion in mineral oil, 3.4 mmol) and heated to reflux for 5 hours. The reaction was then cooled to room temperature, poured into saturated sodium bicarbonate (100 mL) and extracted with ethyl acetate (3×100 mL). The combined extracts were dried over anhydrous magnesium sulfate, filtered, and conce... The reactants are C(C)OCC (Diethyl ether), Cl (hydrogen chloride), COC1=CC=2CCN3C[C@H]4CCCN([C@H]4C[C@H]3C2C=C1)S(=O)(=O)C ((8aR,12aS,13aS)-3-methoxy-12-methanesulfonyl-5,6,8a,9,10,11,12,12a,13,13a-decahydro-8H-isoquino[2,1-g][1,6]naphthyridine). Run in CO (methanol), CO (methanol). The product is Cl.COC1=CC=2CCN3C[C@H]4CCCN([C@H]4C[C@H]3C2C=C1)S(=O)(=O)C ((8aR,12aS,13aS)-3-methoxy-12-methanesulfonyl-5,6,8a,9,10,11,12,12a,13,13a-decahydro-8H-isoquino[2,1-g][1,6]naphthyridine hydrochloride). Reaction SMILES: [ClH:1].[CH3:2][O:3][C:4]1[CH:21]=[CH:20][C:19]2[C@H:18]3[N:9]([CH2:10][C@@H:11]4[C@H:16]([CH2:17]3)[N:15]([S:22]([CH3:25])(=[O:24])=[O:23])[CH2:14][CH2:13][CH2:12]4)[CH2:8][CH2:7][C:6]=2[CH:5]=1.C(OCC)C>CO>[ClH:1].[CH3:2][O:3][C:4]1[CH:21]=[CH:20][C:19]2[C@H:18]3[N:9]([CH2:10][C@@H:11]4[C@H:16]([CH2:17]3)[N:15]([S:22]([CH3:25])(=[O:24])=[O:23])[CH2:14][CH2:13][CH2:12]4)[CH2:8][CH2:7][C:6]=2[CH:5]=1 |f:4.5|. Reported procedure: Excess 3% hydrogen chloride in methanol is added to a solution of (8aR,12aS,13aS)-3-methoxy-12-methanesulfonyl-5,6,8a,9,10,11,12,12a,13,13a-decahydro-8H-isoquino[2,1-g][1,6]naphthyridine in 20 ml methanol. Diethyl ether is added until precipitation is complete. The product is filtered, washed with ether, air dried and recrystallized from methanol/acetone to yield (8aR,12aS,13aS)-3-methoxy-12-methanesulfonyl-5,6,8a,9,10,11,12,12a,13,13a-decahydro-8H-isoquino[2,1-g][1,6]naphthyridine hydrochloride... The reactants are ClC=1C=CC(=C(/C=C/C(=O)OC)C1)NS(=O)(=O)C1=CC=CC=C1 (methyl trans-5-chloro-2-(phenylsulfonylamino)cinnamate), Br.BrCC(=O)C=1N=CC2=CC=CC=C2C1 (3-bromoacetylisoquinoline hydrobromide). The product is COC(CC1=C(NC2=CC=C(C=C12)Cl)C(=O)C=1N=CC2=CC=CC=C2C1)=O (Methyl[5-chloro-2-(isoquinoline-3-carbonyl)-1H-indol-3-yl)acetate). As a reaction SMILES: [Cl:1][C:2]1[CH:3]=[CH:4][C:5]([NH:14]S(C2C=CC=CC=2)(=O)=O)=[C:6]([CH:13]=1)/[CH:7]=[CH:8]/[C:9]([O:11][CH3:12])=[O:10].Br.Br[CH2:26][C:27]([C:29]1[N:30]=[CH:31][C:32]2[C:37]([CH:38]=1)=[CH:36][CH:35]=[CH:34][CH:33]=2)=[O:28]>>[CH3:12][O:11][C:9](=[O:10])[CH2:8][C:7]1[C:6]2[C:5](=[CH:4][CH:3]=[C:2]([Cl:1])[CH:13]=2)[NH:14][C:26]=1[C:27]([C:29]1[N:30]=[CH:31][C:32]2[C:37]([CH:38]=1)=[CH:36][CH:35]=[CH:34][CH:33]=2)=[O:28] |f:1.2|. Procedure: The title compound was prepared according to the procedure described in Example 57 from methyl trans-5-chloro-2-(phenylsulfonylamino)cinnamate (Example 36, step 3) and 3-bromoacetylisoquinoline hydrobromide*. Reported procedure: A mixture of triphenylphosphine (8.8 g, 0.033 mol) and carbon tetrachloride (19.5 cm3) was stirred at 60° C. for 2 hr. A solution of 6-methylbenzofuran-3(2H)-one (5.0 g, 0.034 mol) in toluene (50 cm3) was added dropwise and the mixture was stirred at 115° C. for 18 hr. The cooled mixture was filtered and the solvent was removed from the filtrate. The residue was extracted with hot petroleum ether (b.p. 60°-80° C.). The extract was chromatographed on silica using petroleum ether (b.p. 60°-80° C.)... Reaction conditions: temperature 60 celsius, time 2 hour. Reaction SMILES: C1(P(C2C=CC=CC=2)C2C=CC=CC=2)C=CC=CC=1.[C:20]([Cl:24])(Cl)(Cl)Cl.[CH3:25][C:26]1[CH:35]=[CH:34][C:29]2C(=O)[CH2:31][O:32][C:28]=2[CH:27]=1>C1(C)C=CC=CC=1>[Cl:24][C:20]1[C:29]2[CH:34]=[CH:35][C:26]([CH3:25])=[CH:27][C:28]=2[O:32][CH:31]=1. Yields the product ClC1=COC2=C1C=CC(=C2)C (3-chloro-6-methylbenzofuran). Run in C1(=CC=CC=C1)C (toluene). The reactants are C1(=CC=CC=C1)P(C1=CC=CC=C1)C1=CC=CC=C1 (triphenylphosphine), C(Cl)(Cl)(Cl)Cl (carbon tetrachloride), CC1=CC2=C(C(CO2)=O)C=C1 (6-methylbenzofuran-3(2H)-one). Isolated yield 40.0%. The reactants are Cc1c(C(=O)O)sc2ccc(C(F)(F)F)cc12, [Cu], c1ccc2ncccc2c1. The product is Cc1csc2ccc(C(F)(F)F)cc12. Reaction SMILES: [CH3:1][c:2]1[c:3]2[c:4]([s:5][c:6]1[C:7]([OH:8])=[O:9])[cH:10][cH:11][c:12]([C:14]([F:15])([F:16])[F:17])[cH:13]2.[Cu:28].[cH:18]1[cH:19][c:20]2[c:21]([n:22][cH:23][cH:24][cH:25]2)[cH:26][cH:27]1>>[CH3:1][c:2]1[c:3]2[c:4]([s:5][cH:6]1)[cH:10][cH:11][c:12]([C:14]([F:15])([F:16])[F:17])[cH:13]2. Starting materials: NC1=NN(C=C1C(N)=O)C1(CCN(CC1)C(=O)OC(C)(C)C)CC#N (tert-butyl 4-(3-amino-4-carbamoyl-1H-pyrazol-1-yl)-4-(cyanomethyl)piperidine-1-carboxylate), NC1=NN(C=C1C(N)=O)C1(CCN(CC1)C(=O)OC(C)(C)C)CC#N (tert-butyl 4-(3-amino-4-carbamoyl-1H-pyrazol-1-yl)-4-(cyanomethyl)piperidine-1-carboxylate), CC(=O)[O-].[K+] (KOAc), BrC1=CC=C(C=C1)CC(=O)OC (methyl (4-bromophenyl)acetate), C(C)(C)(C)P(C1=C(C(=C(C(=C1C)C)C)C)C1=C(C=C(C=C1CCC)CCC)CCC)C(C)(C)C (2-di-t-butylphosphino-3,4,5,6-tetramethyl-2′,4′,6′-tri-1-propylbiphenyl). Reagents/catalysts: C=1C=CC(=CC1)/C=C/C(=O)/C=C/C2=CC=CC=C2.C=1C=CC(=CC1)/C=C/C(=O)/C=C/C2=CC=CC=C2.C=1C=CC(=CC1)/C=C/C(=O)/C=C/C2=CC=CC=C2.[Pd].[Pd] (Pd2(dba)3). Solvent: CC(C)O (2-propanol), CCOC(=O)C (EtOAc). Conditions: temperature 95 celsius. Product: C(N)(=O)C=1C(=NN(C1)C1(CCN(CC1)C(=O)OC(C)(C)C)CC#N)NC1=CC=C(C=C1)CC(=O)OC (tert-Butyl 4-(4-carbamoyl-3-{[4-(2-methoxy-2-oxoethyl)phenyl]amino}-1H-pyrazol-1-yl)-4-(cyanomethyl)piperidine-1-carboxylate). As a reaction SMILES: [NH2:1][C:2]1[C:6]([C:7](=[O:9])[NH2:8])=[CH:5][N:4]([C:10]2([CH2:23][C:24]#[N:25])[CH2:15][CH2:14][N:13]([C:16]([O:18][C:19]([CH3:22])([CH3:21])[CH3:20])=[O:17])[CH2:12][CH2:11]2)[N:3]=1.CC([O-])=O.[K+].Br[C:32]1[CH:37]=[CH:36][C:35]([CH2:38][C:39]([O:41][CH3:42])=[O:40])=[CH:34][CH:33]=1.C(P(C(C)(C)C)C1C(C)=C(C)C(C)=C(C)C=1C1C(CCC)=CC(CCC)=CC=1CCC)(C)(C)C>CCOC(C)=O.C1C=CC(/C=C/C(/C=C/C2C=CC=CC=2)=O)=CC=1.C1C=CC(/C=C/C(/C=C/C2C=CC=CC=2)=O)=CC=1.C1C=CC(/C=C/C(/C=C/C2C=CC=CC=2)=O)=CC=1.[Pd].[Pd].CC(O)C>[C:7]([C:6]1[C:2]([NH:1][C:32]2[CH:37]=[CH:36][C:35]([CH2:38][C:39]([O:41][CH3:42])=[O:40])=[CH:34][CH:33]=2)=[N:3][N:4]([C:10]2([CH2:23][C:24]#[N:25])[CH2:15][CH2:14][N:13]([C:16]([O:18][C:19]([CH3:20])([CH3:21])[CH3:22])=[O:17])[CH2:12][CH2:11]2)[CH:5]=1)(=[O:9])[NH2:8] |f:1.2,6.7.8.9.10|. Reported procedure: To a microwave vessel was added tert-butyl 4-(3-amino-4-carbamoyl-1H-pyrazol-1-yl)-4-(cyanomethyl)piperidine-1-carboxylate (Intermediate 47-1, 0.30 g, 0.86 mmol), KOAc (127 mg, 1.29 mmol), methyl (4-bromophenyl)acetate (237 mg, 1.03 mmol) and 2-propanol (4.3 mL). The mixture was degassed for 5 minutes by bubbling argon gas. Pd2(dba)3 (39 mg, 0.04 mmol) and 2-di-t-butylphosphino-3,4,5,6-tetramethyl-2′,4′,6′-tri-1-propylbiphenyl (83 mg, 0.17 mmol) were added, the vial was sealed and heated at 95° ...